From a dataset of the Open Reaction Database (ORD), a public repository of structured organic reaction records. describe an organic reaction: reactants, conditions, products, and yield The reactants are (Me2N--SiMeC18H37)--CH2CH2, solution, C(CCCCCCCCCCCCCCCCC)[Mg]Cl (octadecylmagnesium chloride), C1CCOC1 (THF), S(=O)(Cl)Cl (Thionyl chloride), C1CCOC1 (THF), Cl[SiH3] (chlorosilane), Cl[SiH](C=CC)Cl (Dichloro-methylvinylsilane), [SiH3]O (silanol). The solvent is CCCCCC (Hexane). Reaction conditions: time 8 hour. Product: C(CCCCCCCCCCCCCCCCC)[Si](Cl)(C)C=C (octadecyl vinyl methylchlorosilane). As a reaction SMILES: [Cl:1][SiH:2](Cl)[CH:3]=[CH:4]C.[CH2:7]([Mg]Cl)[CH2:8][CH2:9][CH2:10][CH2:11][CH2:12][CH2:13][CH2:14][CH2:15][CH2:16][CH2:17][CH2:18][CH2:19][CH2:20][CH2:21][CH2:22][CH2:23][CH3:24].S(Cl)(Cl)=O.[SiH3]O.Cl[SiH3].[CH2:35]1COCC1>CCCCCC>[CH2:7]([Si:2]([CH:3]=[CH2:4])([CH3:35])[Cl:1])[CH2:8][CH2:9][CH2:10][CH2:11][CH2:12][CH2:13][CH2:14][CH2:15][CH2:16][CH2:17][CH2:18][CH2:19][CH2:20][CH2:21][CH2:22][CH2:23][CH3:24]. Procedure: (Me2N--SiMeC18H37)--CH2CH2 --(C8H17 --SiMe--NMe2) was prepared as follows. Dichloro-methylvinylsilane (92 grams, 0.8 moles, from the Aldrich Chemical Co., Milwaukee, Wis., USA) and 250 mL of tetrahydrofaran (THF) were added to a reaction flask. A 1M solution of octadecylmagnesium chloride (800 mL) in THF (from Aldrich Chemical Co.) was added portionwise over about 1.5 hours with stirring and cooling to 0° to 10°. The resulting dark mixture warmed to 26° during the next 30 minutes. Hexane was add... Reactants: E2, FC1=C(C=C(C=C1)CO)C(F)(F)F ((4-fluoro-3-(trifluoromethyl)phenyl)methanol), ClC1=NC(N2C(N(CCC2)C)=C1)=O (8-chloro-1-methyl-3,4-dihydro-1H-pyrimido[1,6-a]pyrimidin-6(2H)-one). Product: FC1=C(C=C(COC2=NC(N3C(N(CCC3)C)=C2)=O)C=C1)C(F)(F)F (8-((4-fluoro-3-(trifluoromethyl)benzyl)oxy)-1-methyl-3,4-dihydro-1H-pyrimido[1,6-a]pyrimidin-6(2H)-one). As a reaction SMILES: [F:1][C:2]1[CH:7]=[CH:6][C:5]([CH2:8][OH:9])=[CH:4][C:3]=1[C:10]([F:13])([F:12])[F:11].Cl[C:15]1[CH:25]=[C:19]2[N:20]([CH3:24])[CH2:21][CH2:22][CH2:23][N:18]2[C:17](=[O:26])[N:16]=1>>[F:1][C:2]1[CH:7]=[CH:6][C:5]([CH2:8][O:9][C:15]2[CH:25]=[C:19]3[N:20]([CH3:24])[CH2:21][CH2:22][CH2:23][N:18]3[C:17](=[O:26])[N:16]=2)=[CH:4][C:3]=1[C:10]([F:11])([F:12])[F:13]. Procedure details: The title compound or its salt was prepared by a procedure similar to that described for E2 starting from (4-fluoro-3-(trifluoromethyl)phenyl)methanol and 8-chloro-1-methyl-3,4-dihydro-1H-pyrimido[1,6-a]pyrimidin-6(2H)-one. The reactants are BrCc1ccc(-c2ccccc2-c2nnnn2C(c2ccccc2)(c2ccccc2)c2ccccc2)cc1, O=C([O-])[O-], CCCCn1c(=O)cc(Cl)[nH]c1=O, [K+], [K+], CN(C)C=O. Product: CCCCn1c(=O)cc(Cl)n(Cc2ccc(-c3ccccc3-c3nnnn3C(c3ccccc3)(c3ccccc3)c3ccccc3)cc2)c1=O. RXN SMILES: [Br:14][CH2:15][c:16]1[cH:17][cH:18][c:19](-[c:22]2[c:23](-[c:28]3[n:29][n:30][n:31][n:32]3[C:33]([c:34]3[cH:35][cH:36][cH:37][cH:38][cH:39]3)([c:40]3[cH:41][cH:42][cH:43][cH:44][cH:45]3)[c:46]3[cH:47][cH:48][cH:49][cH:50][cH:51]3)[cH:24][cH:25][cH:26][cH:27]2)[cH:20][cH:21]1.[C:52](=[O:53])([O-:54])[O-:55].[CH2:1]([CH2:2][CH2:3][CH3:4])[n:5]1[c:6](=[O:13])[nH:7][c:8]([Cl:12])[cH:9][c:10]1=[O:11].[K+:56].[K+:57].[O:58]=[CH:59][N:60]([CH3:61])[CH3:62]>>[CH2:1]([CH2:2][CH2:3][CH3:4])[n:5]1[c:6](=[O:13])[n:7]([CH2:15][c:16]2[cH:17][cH:18][c:19](-[c:22]3[c:23](-[c:28]4[n:29][n:30][n:31][n:32]4[C:33]([c:34]4[cH:35][cH:36][cH:37][cH:38][cH:39]4)([c:40]4[cH:41][cH:42][cH:43][cH:44][cH:45]4)[c:46]4[cH:47][cH:48][cH:49][cH:50][cH:51]4)[cH:24][cH:25][cH:26][cH:27]3)[cH:20][cH:21]2)[c:8]([Cl:12])[cH:9][c:10]1=[O:11]. The reactants are 81, ClC1=CC(=C(C(=O)O)C=C1[N+](=O)[O-])OC (4-chloro-2-methoxy-5-nitrobenzoic acid), 65, N[C@@H]1[C@@H](CN(CC1)C(=O)OCC)OC (ethyl cis-4-amino-3-methoxy-1-piperidinecarboxylate), C(OCC)(=O)Cl (ethyl carbonochloridate). The solvent is ClC(Cl)Cl (trichloromethane), ClC(Cl)Cl (trichloromethane), C(C)N(CC)CC (N,N-diethylethanamine). Run at time 1 hour. The product is 100, ClC1=CC(=C(C(=O)N[C@@H]2[C@@H](CN(CC2)C(=O)OCC)OC)C=C1[N+](=O)[O-])OC (ethyl cis-4-[(4-chloro-2-methoxy-5-nitro-benzoyl)amino]-3-methoxy-1-piperidinecarboxylate). The yield is 75.0%. Reaction SMILES: [Cl:1][C:2]1[C:10]([N+:11]([O-:13])=[O:12])=[CH:9][C:5]([C:6]([OH:8])=O)=[C:4]([O:14][CH3:15])[CH:3]=1.C(Cl)(=O)OCC.[NH2:22][C@H:23]1[CH2:28][CH2:27][N:26]([C:29]([O:31][CH2:32][CH3:33])=[O:30])[CH2:25][C@H:24]1[O:34][CH3:35]>ClC(Cl)Cl.C(N(CC)CC)C>[Cl:1][C:2]1[C:10]([N+:11]([O-:13])=[O:12])=[CH:9][C:5]([C:6]([NH:22][C@H:23]2[CH2:28][CH2:27][N:26]([C:29]([O:31][CH2:32][CH3:33])=[O:30])[CH2:25][C@H:24]2[O:34][CH3:35])=[O:8])=[C:4]([O:14][CH3:15])[CH:3]=1. Reported procedure: To a stirred and cooled (5° C.) suspension of 81 parts of 4-chloro-2-methoxy-5-nitrobenzoic acid in 1350 parts of trichloromethane were added first 35.4 parts of N,N-diethylethanamine and then 38 parts of ethyl carbonochloridate at a temperature below 5° C. The whole was stirred for 2 hours in an ice bath. A solution of 65 parts of ethyl cis-4-amino-3-methoxy-1-piperidinecarboxylate in 1125 parts of trichloromethane was added while the temperature was kept below 10° C. Stirring was continued fir... The reactants are [N+](=O)([O-])C1=CC(=C(C(=C1)OC)O)OC (4-nitro-2,6-dimethoxyphenol), ClCCN1CCCC1 (1-(2-chloroethyl)pyrrolidine), C([O-])([O-])=O.[Cs+].[Cs+] (caesium carbonate). Product: [N+](=O)([O-])C1=CC(=C(OCCN2CCCC2)C(=C1)OC)OC (1-[2-(4-nitro-2,6-dimethoxyphenoxy)ethyl]pyrrolidine), desired product. As a reaction SMILES: [N+:1]([C:4]1[CH:9]=[C:8]([O:10][CH3:11])[C:7]([OH:12])=[C:6]([O:13][CH3:14])[CH:5]=1)([O-:3])=[O:2].Cl[CH2:16][CH2:17][N:18]1[CH2:22][CH2:21][CH2:20][CH2:19]1.C(=O)([O-])[O-].[Cs+].[Cs+]>>[N+:1]([C:4]1[CH:5]=[C:6]([O:13][CH3:14])[C:7]([O:12][CH2:16][CH2:17][N:18]2[CH2:22][CH2:21][CH2:20][CH2:19]2)=[C:8]([O:10][CH3:11])[CH:9]=1)([O-:3])=[O:2] |f:2.3.4|. Procedure: 1-[2-(4-nitro-2,6-dimethoxyphenoxy)ethyl]pyrrolidine was prepared from 4-nitro-2,6-dimethoxyphenol [R F Collins and M Davis, J. Chem. Soc. 1863, (1961)] (0.4 g, 2.39 mmol), 1-(2-chloroethyl)pyrrolidine (612 mg, 0.36 mmol) and caesium carbonate (2.3 g, 0.72 mmol) to give the desired product as a brown oil (232 mg). MS (ES+) 297 (MH+).